The task is: describe an organic reaction: reactants, conditions, products, and yield. This data is from the Open Reaction Database (ORD), a public repository of structured organic reaction records. Starting materials: N(=O)[O-].[Na+] (NaNO2), Cl (HCl), ClC=1C(=CC(=C(N)C1)C)[N+](=O)[O-] (5-chloro-4-nitro-2-methylaniline), C(#N)[Cu] (CuCN), [C-]#N.[Na+] (NaCN). Solvent: CCOC(=O)C (EtOAc), O (H2O), O (H2O), CC(=O)C (acetone), O (H2O), O (H2O). Product: ClC=1C(=CC(=C(C#N)C1)C)[N+](=O)[O-] (5-Chloro-4-nitro-2-methylbenzonitrile). Isolated yield 77.5%. Reaction SMILES: [Cl:1][C:2]1[C:3]([N+:10]([O-:12])=[O:11])=[CH:4][C:5]([CH3:9])=[C:6]([CH:8]=1)N.Cl.N([O-])=O.[Na+].[C:18]([Cu])#[N:19].[C-]#N.[Na+]>CC(C)=O.O.CCOC(C)=O>[Cl:1][C:2]1[C:3]([N+:10]([O-:12])=[O:11])=[CH:4][C:5]([CH3:9])=[C:6]([CH:8]=1)[C:18]#[N:19] |f:2.3,5.6|. Procedure: To a suspension of 5-chloro-4-nitro-2-methylaniline (40.0 g, 0.21 mol) in acetone (140 mL) and H2O (150 mL) at 0° C. was added concentrated aqueous HCl (45 mL). The mixture was well stirred and a solution of NaNO2 (18.0 g, 0.26 mol) in H2O (60 mL) was added dropwise over a period of 15 min. The mixture was further stirred for 20 min. and then added portionwise to a vigorously stirred mixture of CuCN (30.0 g, 0.34 mol) and NaCN (44.0 g, 0.90 mol) in H2O (200 mL):EtOAc (100 mL). After stirring at ... Reactants: C1=CC=C2N1[C@@H]1CCCC[C@H]1NC21CCN(CC1)C(=O)OC(C)(C)C (trans-tert-Butyl 5a′,6′,7′,8′,9′,9a′-hexahydro-5′H-spiro[piperidine-4,4′-pyrrolo[1,2-a]quinoxaline]-1-carboxylate), O1CCOCC1 (dioxane). Run in Cl (hydrogen chloride). Conditions: time 2 hour. The product is C1=CC=C2N1[C@@H]1CCCC[C@H]1NC21CCNCC1 (trans-5a′,6′,7′,8′,9′,9a′-hexahydro-5′H-spiro[piperidine-4,4′-pyrrolo[1,2-a]quinoxaline]). RXN SMILES: [CH:1]1[N:5]2[C@H:6]3[C@H:11]([NH:12][C:13]4([CH2:18][CH2:17][N:16](C(OC(C)(C)C)=O)[CH2:15][CH2:14]4)[C:4]2=[CH:3][CH:2]=1)[CH2:10][CH2:9][CH2:8][CH2:7]3.O1CCOCC1>Cl>[CH:1]1[N:5]2[C@H:6]3[C@H:11]([NH:12][C:13]4([CH2:14][CH2:15][NH:16][CH2:17][CH2:18]4)[C:4]2=[CH:3][CH:2]=1)[CH2:10][CH2:9][CH2:8][CH2:7]3. Procedure: trans-tert-Butyl 5a′,6′,7′,8′,9′,9a′-hexahydro-5′H-spiro[piperidine-4,4′-pyrrolo[1,2-a]quinoxaline]-1-carboxylate (0.311 g, 0.901 mmol) was suspended in hydrogen chloride in dioxane (2.0 mL of 4.0 M, 8.0 mmol). The reaction mixture was allowed to stand for 2 hours. The reaction mixture was then evaporated to dryness to give trans-5a′,6′,7′,8′,9′,9a′-hexahydro-5′H-spiro[piperidine-4,4′-pyrrolo[1,2-a]quinoxaline]. ESI-MS m/z calc. 245.2, found 246.3 (M+1)+; Retention time: 0.32 minutes (3 min run)... Reactants: CCOC(=O)C(=O)OCC, CC(=O)c1c(C)cc(C)cc1C, Cc1ccccc1, Cl, [H-], [Na+]. Yields the product CCOC(=O)C(=O)CC(=O)c1c(C)cc(C)cc1C. RXN SMILES: [C:13]([C:14](=[O:15])[O:16][CH2:17][CH3:18])(=[O:19])[O:20][CH2:21][CH3:22].[CH3:1][c:2]1[c:3]([C:10]([CH3:11])=[O:12])[c:4]([CH3:9])[cH:5][c:6]([CH3:8])[cH:7]1.[CH3:26][c:27]1[cH:28][cH:29][cH:30][cH:31][cH:32]1.[ClH:25].[H-:24].[Na+:23]>>[CH3:1][c:2]1[c:3]([C:10]([CH2:11][C:13]([C:14](=[O:15])[O:16][CH2:17][CH3:18])=[O:19])=[O:12])[c:4]([CH3:9])[cH:5][c:6]([CH3:8])[cH:7]1.